Task: describe an organic reaction: reactants, conditions, products, and yield. Dataset: the Open Reaction Database (ORD), a public repository of structured organic reaction records Solvent: CS(=O)C (methyl sulfoxide), C(C)OCC (ethyl ether), CCOCC (ether), C(C)OCC (ethyl ether). Procedure details: To a stirred suspension of sodium hydride (8.0 g) in 200 ml of dry ethyl ether was added dropwise a solution of phenylvinylketone (13.22 g) and tosylmethyl isocyanide (19.52) in 150 ml of dry methyl sulfoxide and 300 ml of dry ethyl ether at such a rate that the ether refluxed gently. After complete addition, the suspension was stirred at room temperature for 30 minutes and subsequently hydrolyzed by dropwise addition of 200 ml of water. The ether layer was separated and the aqueous layer extrac... RXN SMILES: [H-].[Na+].[C:3]1([C:9]([CH:11]=[CH2:12])=O)[CH:8]=[CH:7][CH:6]=[CH:5][CH:4]=1.S([CH2:23][N+:24]#[C-:25])(C1C=CC(C)=CC=1)(=O)=O.[OH2:26]>C(OCC)C.CS(C)=O>[C:9]([C:11]1[CH:12]=[CH:25][NH:24][CH:23]=1)(=[O:26])[C:3]1[CH:8]=[CH:7][CH:6]=[CH:5][CH:4]=1 |f:0.1|. The reactants are O (water), C1(=CC=CC=C1)C(=O)C=C (phenylvinylketone), S(=O)(=O)(C1=CC=C(C)C=C1)C[N+]#[C-] (tosylmethyl isocyanide), [H-].[Na+] (sodium hydride). Yields the product C(C1=CC=CC=C1)(=O)C1=CNC=C1 (3-Benzoylpyrrole).